The task is: describe an organic reaction: reactants, conditions, products, and yield. This data is from the Open Reaction Database (ORD), a public repository of structured organic reaction records. Reactants: NC=1C(=CC2=C(NC(CN(C2)CC)=O)C1)OC (8-amino-4-ethyl-7-methoxy-1,3,4,5-tetrahydro-benzo[e][1,4]diazepin-2-one), ClC1=NC=C(C(=N1)NC1=C(C=CC=C1)S(=O)(=O)C(C)C)Cl ((2,5-dichloro-pyrimidin-4-yl)-[2-(propane-2-sulfonyl)-phenyl]-amine). The solvent is CO.C(Cl)Cl (MeOH DCM). Product: ClC=1C(=NC(=NC1)NC=1C(=CC2=C(NC(CN(C2)CC)=O)C1)OC)NC1=C(C=CC=C1)S(=O)(=O)C(C)C (8-{5-chloro-4-[2-(propane-2-sulfonyl)-phenylamino]-pyrimidin-2-ylamino}-4-ethyl-7-methoxy-1,3,4,5-tetrahydro-benzo[e][1,4]diazepin-2-one). Isolated yield 14.1%. RXN SMILES: [NH2:1][C:2]1[C:3]([O:16][CH3:17])=[CH:4][C:5]2[CH2:11][N:10]([CH2:12][CH3:13])[CH2:9][C:8](=[O:14])[NH:7][C:6]=2[CH:15]=1.Cl[C:19]1[N:24]=[C:23]([NH:25][C:26]2[CH:31]=[CH:30][CH:29]=[CH:28][C:27]=2[S:32]([CH:35]([CH3:37])[CH3:36])(=[O:34])=[O:33])[C:22]([Cl:38])=[CH:21][N:20]=1>CO.C(Cl)Cl>[Cl:38][C:22]1[C:23]([NH:25][C:26]2[CH:31]=[CH:30][CH:29]=[CH:28][C:27]=2[S:32]([CH:35]([CH3:37])[CH3:36])(=[O:34])=[O:33])=[N:24][C:19]([NH:1][C:2]2[C:3]([O:16][CH3:17])=[CH:4][C:5]3[CH2:11][N:10]([CH2:12][CH3:13])[CH2:9][C:8](=[O:14])[NH:7][C:6]=3[CH:15]=2)=[N:20][CH:21]=1 |f:2.3|. Procedure: In an analogous manner to procedure 1656g, 8-amino-4-ethyl-7-methoxy-1,3,4,5-tetrahydro-benzo[e][1,4]diazepin-2-one (60 mg, 0.26 mmol) and (2,5-dichloro-pyrimidin-4-yl)-[2-(propane-2-sulfonyl)-phenyl]-amine (88 mg, 0.26 mmol) were coupled to provide 8-{5-chloro-4-[2-(propane-2-sulfonyl)-phenylamino]-pyrimidin-2-ylamino}-4-ethyl-7-methoxy-1,3,4,5-tetrahydro-benzo[e][1,4]diazepin-2-one (20 mg, 14%) as a mustard yellow solid following preparative tlc (10% MeOH-DCM); NMR (400 MHz, CDCl3) δ 9.56 (s, ... Starting materials: COC1=C(C=O)C=C(C=C1)[N+](=O)[O-] (2-methoxy-5-nitrobenzaldehyde), CC=1OCC(N1)(C)C (2,4,4-trimethyl-2-oxazoline). Solvent: C1(=CC=CC=C1)C (toluene). The product is COC1=C(C=C(C=C1)[N+](=O)[O-])C=CC=1OCC(N1)(C)C (4,5-dihydro-2-[2-(2-methoxy-5-nitrophenyl)ethenyl]-4,4-dimethyloxazole). RXN SMILES: [CH3:1][O:2][C:3]1[CH:10]=[CH:9][C:8]([N+:11]([O-:13])=[O:12])=[CH:7][C:4]=1[CH:5]=O.[CH3:14][C:15]1[O:16][CH2:17][C:18]([CH3:21])([CH3:20])[N:19]=1>C1(C)C=CC=CC=1>[CH3:1][O:2][C:3]1[CH:10]=[CH:9][C:8]([N+:11]([O-:13])=[O:12])=[CH:7][C:4]=1[CH:5]=[CH:14][C:15]1[O:16][CH2:17][C:18]([CH3:21])([CH3:20])[N:19]=1. Procedure: A mixture of 2-methoxy-5-nitrobenzaldehyde, 16 g, (U.S. Pat. No. 4,367,234), 2,4,4-trimethyl-2-oxazoline, 30 ml, (Aldrich Chemical Company), para toluenesulfornic acid, 0.5 g, in toluene, 100 ml, is refluxed overnight under a water separator. The mixture is evaporated, the residue dissolved in diethylether, 800 ml, and washed with water. The diethyl ether layer is separated, concentrated, and filtered to give 11.1 g of 4,5-dihydro-2-[2-(2-methoxy-5-nitrophenyl)ethenyl]-4,4-dimethyloxazole after ...